This data is from the Open Reaction Database (ORD), a public repository of structured organic reaction records. The task is: describe an organic reaction: reactants, conditions, products, and yield Reactants: N1(CCNCC1)CCC1=C(C=CC=C1)C1=CC=CC(=N1)N (6-((2-(piperazin-1-yl)ethyl)phenyl)-pyridin-2-ylamine), CN(C=O)C (dimethyformamide), FC1=CC=C(C=C1)CC(=O)O (4-fluorophenylacetic acid), ethyl(3-dimethylaminoproryl)carbodiimide, C(C)(C)N(CC)C(C)C (diisopropylethylamine). The solvent is O (water). Run at time 18 hour. The product is NC1=CC=CC(=N1)C1=CC=C(C=C1)CCN1CCN(CC1)C(CC1=CC=C(C=C1)F)=O (1-(4-{2-[4-(6-Amino-pyridin-2-yl)-phenyl]-ethyl}-piperazin-1-yl)-2-(4-fluoro-phenyl)-ethanone). Yield: 34.0%. As a reaction SMILES: N1(CC[C:9]2[CH:14]=[CH:13][CH:12]=[CH:11][C:10]=2[C:15]2[N:20]=[C:19]([NH2:21])[CH:18]=[CH:17][CH:16]=2)CCNCC1.[CH3:22][N:23]([CH3:26])[CH:24]=[O:25].[F:27][C:28]1[CH:33]=[CH:32][C:31]([CH2:34]C(O)=O)=[CH:30][CH:29]=1.[CH:38]([N:41]([CH:44](C)C)[CH2:42]C)(C)[CH3:39]>O>[NH2:21][C:19]1[N:20]=[C:15]([C:10]2[CH:9]=[CH:14][C:13]([CH2:39][CH2:38][N:41]3[CH2:44][CH2:26][N:23]([C:24](=[O:25])[CH2:34][C:31]4[CH:30]=[CH:29][C:28]([F:27])=[CH:33][CH:32]=4)[CH2:22][CH2:42]3)=[CH:12][CH:11]=2)[CH:16]=[CH:17][CH:18]=1. Procedure details: To a 50 mL round-bottomed flask equipped with nitrogen inlet were added 200 mg (0.71 mmol) 6-((2-(piperazin-1-yl)ethyl)phenyl)-pyridin-2-ylamine, 10 mL dry dimethyformamide, 109 mg (0.71 mmol) 4-fluorophenylacetic acid, 204 mg (1.1 mmol) ethyl(3-dimethylaminoproryl)carbodiimide, and 0.36 mL (2.1 mmol) diisopropylethylamine. The reaction was stirred at room temperature for 18 hours, poured into water and extracted into ethyl acetate. The organic layer was extracted into 1 N hydrochloric acid, the... Starting materials: ClC1=C(C(=O)Cl)C=C(C=C1)OC1=C(C=C(C=C1)C(F)(F)F)Cl (2-chloro-5-(2-chloro-4-trifluoromethylphenoxy)benzoyl chloride), COCCO (methyl cellosolve). Yields the product COCCOC(C1=C(C=CC(=C1)OC1=C(C=C(C=C1)C(F)(F)F)Cl)Cl)=O (methoxyethyl-2-chloro-5-(2-chloro-4-trifluoromethylphenoxy)benzoate). Yield: 87.0%. RXN SMILES: [Cl:1][C:2]1[CH:10]=[CH:9][C:8]([O:11][C:12]2[CH:17]=[CH:16][C:15]([C:18]([F:21])([F:20])[F:19])=[CH:14][C:13]=2[Cl:22])=[CH:7][C:3]=1[C:4](Cl)=[O:5].[CH3:23][O:24][CH2:25][CH2:26][OH:27]>>[CH3:23][O:24][CH2:25][CH2:26][O:27][C:4](=[O:5])[C:3]1[CH:7]=[C:8]([O:11][C:12]2[CH:17]=[CH:16][C:15]([C:18]([F:21])([F:19])[F:20])=[CH:14][C:13]=2[Cl:22])[CH:9]=[CH:10][C:2]=1[Cl:1]. Reported procedure: In 20 ml methyl cellosolve was heated 2.0 g (0.0054 mol) of 2-chloro-5-(2-chloro-4-trifluoromethylphenoxy)benzoyl chloride to temperatures of 80°-120° C. for 3 hours with stirring. After methyl cellosolve was distilled off, the residue was extracted with benzene. The extract was washed with a dilute aqueous solution of caustic soda and with water, and then dehydrated by adding sodium sulfate. By vacuum concentration thereof 2.2 g (0.0047 mol) of the intended product was obtained as a viscous oil... Starting materials: S1N=CN=C1NS(=O)(=O)N1CC2=CC=CC(=C2CC1)C1=C(C=C(C=C1)C(F)(F)F)C1=CCN(CC1)C(=O)OC(C)(C)C (tert-butyl 4-(2-(2-(N-(1,2,4-thiadiazol-5-yl)sulfamoyl)-1,2,3,4-tetrahydroisoquinolin-5-yl)-5-(trifluoromethyl)phenyl)-5,6-dihydropyridine-1(2H)-carboxylate), Cl (HCl), O1CCOCC1 (dioxane). Solvent: C(C)OCC (diethyl ether). Run at temperature 80 celsius. Yields the product Cl.N1CCC(=CC1)C1=C(C=CC(=C1)C(F)(F)F)C1=C2CCN(CC2=CC=C1)S(=O)(=O)NC1=NC=NS1 (5-(2-(1,2,3,6-tetrahydropyridin-4-yl)-4-(trifluoromethyl)phenyl)-N-(1,2,4-thiadiazol-5-yl)-3,4-dihydroisoquinoline-2(1H)-sulfonamide hydrochloride). As a reaction SMILES: [S:1]1[C:5]([NH:6][S:7]([N:10]2[CH2:19][CH2:18][C:17]3[C:12](=[CH:13][CH:14]=[CH:15][C:16]=3[C:20]3[CH:25]=[CH:24][C:23]([C:26]([F:29])([F:28])[F:27])=[CH:22][C:21]=3[C:30]3[CH2:35][CH2:34][N:33](C(OC(C)(C)C)=O)[CH2:32][CH:31]=3)[CH2:11]2)(=[O:9])=[O:8])=[N:4][CH:3]=[N:2]1.[ClH:43].O1CCOCC1>C(OCC)C>[ClH:43].[NH:33]1[CH2:32][CH:31]=[C:30]([C:21]2[CH:22]=[C:23]([C:26]([F:28])([F:29])[F:27])[CH:24]=[CH:25][C:20]=2[C:16]2[CH:15]=[CH:14][CH:13]=[C:12]3[C:17]=2[CH2:18][CH2:19][N:10]([S:7]([NH:6][C:5]2[S:1][N:2]=[CH:3][N:4]=2)(=[O:8])=[O:9])[CH2:11]3)[CH2:35][CH2:34]1 |f:4.5|. Reported procedure: A vial charged with tert-butyl 4-(2-(2-(N-(1,2,4-thiadiazol-5-yl)sulfamoyl)-1,2,3,4-tetrahydroisoquinolin-5-yl)-5-(trifluoromethyl)phenyl)-5,6-dihydropyridine-1(2H)-carboxylate (0.305 g, 0.491 mmol) was treated with HCl 4N in dioxane (3.07 ml, 12.26 mmol) then was heated to 80° C. for one hour. The reaction mixture was cooled to room temperature and was diluted with diethyl ether. The resulting white solid was filtered off and dried yielding 5-(2-(1,2,3,6-tetrahydropyridin-4-yl)-4-(trifluorometh... The reactants are CC(C)(C)OC(=O)N1C2CC(CC2O)C1C(=O)O, CN(C)c1ccncc1, C(=NC1CCCCC1)=NC1CCCCC1, ClCCl, OCc1ccccc1. Product: CC(C)(C)OC(=O)N1C2CC(CC2O)C1C(=O)OCc1ccccc1. As a reaction SMILES: [C:1]([CH3:2])([CH3:3])([CH3:4])[O:5][C:6](=[O:7])[N:8]1[CH:9]2[CH:10]([OH:18])[CH2:11][CH:12]([CH:13]1[C:14](=[O:15])[OH:16])[CH2:17]2.[CH3:45][N:46]([CH3:47])[c:48]1[cH:49][cH:50][n:51][cH:52][cH:53]1.[CH:27]1([N:28]=[C:29]=[N:30][CH:31]2[CH2:32][CH2:33][CH2:34][CH2:35][CH2:36]2)[CH2:37][CH2:38][CH2:39][CH2:40][CH2:41]1.[Cl:42][CH2:43][Cl:44].[OH:19][CH2:20][c:21]1[cH:22][cH:23][cH:24][cH:25][cH:26]1>>[C:1]([CH3:2])([CH3:3])([CH3:4])[O:5][C:6](=[O:7])[N:8]1[CH:9]2[CH:10]([OH:18])[CH2:11][CH:12]([CH:13]1[C:14](=[O:15])[O:16][CH2:20][c:21]1[cH:22][cH:23][cH:24][cH:25][cH:26]1)[CH2:17]2. Reactants: FC1=CC=C(C=C1)C(CC=O)C1=CC=C(C=C1)F (3,3-bis(4-fluorophenyl)propanal), C1(CC1)N (cyclopropanamine), [BH4-].[Na+] (Sodium borohydride). Solvent: CO (MeOH). Reaction conditions: temperature 25 celsius, time 8 hour. The product is FC1=CC=C(C=C1)C(CCNC1CC1)C1=CC=C(C=C1)F (N-(3,3-bis(4-fluorophenyl)propyl)cyclopropanamine). Reaction SMILES: [F:1][C:2]1[CH:7]=[CH:6][C:5]([CH:8]([C:12]2[CH:17]=[CH:16][C:15]([F:18])=[CH:14][CH:13]=2)[CH2:9][CH:10]=O)=[CH:4][CH:3]=1.[CH:19]1([NH2:22])[CH2:21][CH2:20]1.[BH4-].[Na+]>CO>[F:1][C:2]1[CH:7]=[CH:6][C:5]([CH:8]([C:12]2[CH:17]=[CH:16][C:15]([F:18])=[CH:14][CH:13]=2)[CH2:9][CH2:10][NH:22][CH:19]2[CH2:21][CH2:20]2)=[CH:4][CH:3]=1 |f:2.3|. Procedure details: To solution of 3,3-bis(4-fluorophenyl)propanal (1.00 g, 4.06 mmol, see Method H for preparation) in MeOH (15 ml) was added cyclopropanamine (0.285 ml, 4.06 mmol). The reaction mixture was stirred for overnight at 25° C. Sodium borohydride (0.307 g, 8.12 mmol) was carefully added to the reaction mixture over 15 min. After stirring an additional 15 min volatiles were removed by concentration under reduced pressure. The leftover residue was solubilized with 60 mL of a 1:2 mixture of 10% NaOH and et... The reactants are FC1=C(C(=O)OCC)C=CN=C1 (ethyl 3-fluoroisonicotinate), [H-].[H-].[H-].[H-].[Li+].[Al+3] (LiAlH4). The product is FC=1C=NC=CC1CO ((3-fluoropyridin-4-yl)methanol). RXN SMILES: [F:1][C:2]1[CH:12]=[N:11][CH:10]=[CH:9][C:3]=1[C:4](OCC)=[O:5].[H-].[H-].[H-].[H-].[Li+].[Al+3]>>[F:1][C:2]1[CH:12]=[N:11][CH:10]=[CH:9][C:3]=1[CH2:4][OH:5] |f:1.2.3.4.5.6|. Procedure: The product of Example 129A and LiAlH4 were processed according to the method of Example 124B to provide the product. MS (ESI+) m/z 128 (M+H)+; The reactants are CC#CCO, [Cl-], Clc1cc(Cl)ncn1, [H-], [NH4+], [Na+], C1CCOC1. Product: CC#CCOc1cc(Cl)ncn1. Reaction SMILES: [CH2:3]([C:4]#[C:5][CH3:6])[OH:7].[Cl-:16].[Cl:8][c:9]1[n:10][cH:11][n:12][c:13]([Cl:15])[cH:14]1.[H-:1].[NH4+:17].[Na+:2].[O:18]1[CH2:19][CH2:20][CH2:21][CH2:22]1>>[CH2:3]([C:4]#[C:5][CH3:6])[O:7][c:13]1[n:12][cH:11][n:10][c:9]([Cl:8])[cH:14]1.